Dataset: the Open Reaction Database (ORD), a public repository of structured organic reaction records. Task: describe an organic reaction: reactants, conditions, products, and yield Starting materials: CCOC(=O)C(Cc1cccc([N+](=O)[O-])c1)N=C(c1ccccc1)c1ccccc1, Cl. The product is CCOC(=O)C(N)Cc1cccc([N+](=O)[O-])c1. Reaction SMILES: [CH2:1]([CH3:2])[O:3][C:4]([CH:5]([CH2:6][c:7]1[cH:8][c:9]([N+:13](=[O:14])[O-:15])[cH:10][cH:11][cH:12]1)[N:16]=[C:17]([c:18]1[cH:19][cH:20][cH:21][cH:22][cH:23]1)[c:24]1[cH:25][cH:26][cH:27][cH:28][cH:29]1)=[O:30].[ClH:31]>>[CH2:1]([CH3:2])[O:3][C:4]([CH:5]([CH2:6][c:7]1[cH:8][c:9]([N+:13](=[O:14])[O-:15])[cH:10][cH:11][cH:12]1)[NH2:16])=[O:30]. Starting materials: CCOC(=O)c1cc2cc(C(=O)O)ccc2[nH]1, CO, [Na+], [OH-], O. Yields the product O=C(O)c1ccc2[nH]c(C(=O)O)cc2c1. As a reaction SMILES: [CH3:1][CH2:2][O:3][C:4](=[O:5])[c:6]1[nH:7][c:8]2[cH:9][cH:10][c:11]([C:15](=[O:16])[OH:17])[cH:12][c:13]2[cH:14]1.[CH3:21][OH:22].[Na+:19].[OH-:18].[OH2:20]>>[O:3]=[C:4]([OH:5])[c:6]1[nH:7][c:8]2[cH:9][cH:10][c:11]([C:15](=[O:16])[OH:17])[cH:12][c:13]2[cH:14]1. Reactants: CCOC(=O)C1CCC(N)C(NC(=O)OC(C)(C)C)C1, CCN=C=NCCCN(C)C, O=C(O)c1cc2cc(Cl)ccc2[nH]1, ClCCl, Cl, Cl, O, On1nnc2ccccc21. The product is CCOC(=O)C1CCC(NC(=O)c2cc3cc(Cl)ccc3[nH]2)C(NC(=O)OC(C)(C)C)C1. RXN SMILES: [C:1]([CH3:2])([CH3:3])([CH3:4])[O:5][C:6](=[O:7])[NH:8][CH:9]1[CH:10]([NH2:20])[CH2:11][CH2:12][CH:13]([C:15](=[O:16])[O:17][CH2:18][CH3:19])[CH2:14]1.[CH3:46][N:47]([CH3:48])[CH2:49][CH2:50][CH2:51][N:52]=[C:53]=[N:54][CH2:55][CH3:56].[Cl:21][c:22]1[cH:23][c:24]2[cH:25][c:26]([C:31](=[O:32])[OH:33])[nH:27][c:28]2[cH:29][cH:30]1.[Cl:58][CH2:59][Cl:60].[ClH:45].[ClH:57].[OH2:34].[OH:35][n:36]1[c:37]2[cH:38][cH:39][cH:40][cH:41][c:42]2[n:43][n:44]1>>[C:1]([CH3:2])([CH3:3])([CH3:4])[O:5][C:6](=[O:7])[NH:8][CH:9]1[CH:10]([NH:20][C:31]([c:26]2[cH:25][c:24]3[cH:23][c:22]([Cl:21])[cH:30][cH:29][c:28]3[nH:27]2)=[O:32])[CH2:11][CH2:12][CH:13]([C:15](=[O:16])[O:17][CH2:18][CH3:19])[CH2:14]1. Starting materials: O=C([O-])O, COc1cc(CC(=O)O)ccc1O, CO, [Na+], O=S(=O)(O)O. Yields the product COC(=O)Cc1ccc(O)c(OC)c1. Reaction SMILES: [C:19](=[O:20])([OH:21])[O-:22].[CH3:1][O:2][c:3]1[cH:4][c:5]([CH2:6][C:7]([OH:8])=[O:9])[cH:10][cH:11][c:12]1[OH:13].[CH3:24][OH:25].[Na+:23].[S:14](=[O:15])(=[O:16])([OH:17])[OH:18]>>[CH3:1][O:2][c:3]1[cH:4][c:5]([CH2:6][C:7]([O:8][CH3:19])=[O:9])[cH:10][cH:11][c:12]1[OH:13]. Starting materials: [Br-], COC(=O)CC(C)=O, CC(=O)[O-], CCCC[N+](CCCC)(CCCC)CCCC, Cc1ccccc1, Cl, O=CCCSc1cccc(C(F)(F)F)c1, [Na+], [Na+], [OH-], O. Yields the product CC(=O)CC(O)CCSc1cccc(C(F)(F)F)c1. RXN SMILES: [Br-:33].[C:1]([CH2:2][C:3](=[O:4])[CH3:5])([O:6][CH3:7])=[O:8].[CH3:13][C:14](=[O:15])[O-:16].[CH3:34][CH2:35][CH2:36][CH2:37][N+:38]([CH2:39][CH2:40][CH2:41][CH3:42])([CH2:43][CH2:44][CH2:45][CH3:46])[CH2:47][CH2:48][CH2:49][CH3:50].[CH3:51][c:52]1[cH:53][cH:54][cH:55][cH:56][cH:57]1.[ClH:11].[F:17][C:18]([c:19]1[cH:20][c:21]([S:25][CH2:26][CH2:27][CH:28]=[O:29])[cH:22][cH:23][cH:24]1)([F:30])[F:31].[Na+:10].[Na+:12].[OH-:9].[OH2:32]>>[CH2:2]([C:3](=[O:4])[CH3:5])[CH:28]([CH2:27][CH2:26][S:25][c:21]1[cH:20][c:19]([C:18]([F:17])([F:30])[F:31])[cH:24][cH:23][cH:22]1)[OH:29]. Starting materials: O=C1C2CCCC2=Nc2cc([N+](=O)[O-])ccc2N1Cc1ccccc1, CCOCC. Product: O=C1C2CCCC2Nc2cc([N+](=O)[O-])ccc2N1Cc1ccccc1. RXN SMILES: [CH2:1]([c:2]1[cH:3][cH:4][cH:5][cH:6][cH:7]1)[N:8]1[c:9]2[c:10]([cH:19][c:20]([N+:23](=[O:24])[O-:25])[cH:21][cH:22]2)[N:11]=[C:12]2[CH:13]([C:14]1=[O:15])[CH2:16][CH2:17][CH2:18]2.[CH3:26][CH2:27][O:28][CH2:29][CH3:30]>>[CH2:1]([c:2]1[cH:3][cH:4][cH:5][cH:6][cH:7]1)[N:8]1[c:9]2[c:10]([cH:19][c:20]([N+:23](=[O:24])[O-:25])[cH:21][cH:22]2)[NH:11][CH:12]2[CH:13]([C:14]1=[O:15])[CH2:16][CH2:17][CH2:18]2. Reactants: C(C)(=O)N1C2=C(N(C([C@H](C1)N)=O)CC1=CC=CC=C1)C=CC=C2 ((S)-5-acetyl-3-amino-1-benzyl-1,3,4,5-tetrahydro-benzo[b][1,4]diazepin-2-one), CC(C(=O)O)(C(=O)NCC(C(F)(F)F)(F)F)C (2,2-dimethyl-N-(2,2,3,3,3-pentafluoro-propyl)-malonamic acid). Yields the product C(C)(=O)N1C2=C(N(C([C@H](C1)NC(C(C(=O)NCC(C(F)(F)F)(F)F)(C)C)=O)=O)CC1=CC=CC=C1)C=CC=C2 (N-[(S)-5-Acetyl-1-benzyl-2-oxo-2,3,4,5-tetrahydro-1H-benzo[b][1,4]diazepin-3-yl]-2,2-dimethyl-N′-(2,2,3,3,3-pentafluoro-propyl)-malonamide). Reaction SMILES: [C:1]([N:4]1[CH2:10][C@H:9]([NH2:11])[C:8](=[O:12])[N:7]([CH2:13][C:14]2[CH:19]=[CH:18][CH:17]=[CH:16][CH:15]=2)[C:6]2[CH:20]=[CH:21][CH:22]=[CH:23][C:5]1=2)(=[O:3])[CH3:2].[CH3:24][C:25]([CH3:40])([C:29]([NH:31][CH2:32][C:33]([F:39])([F:38])[C:34]([F:37])([F:36])[F:35])=[O:30])[C:26](O)=[O:27]>>[C:1]([N:4]1[CH2:10][C@H:9]([NH:11][C:26](=[O:27])[C:25]([CH3:24])([CH3:40])[C:29]([NH:31][CH2:32][C:33]([F:38])([F:39])[C:34]([F:35])([F:36])[F:37])=[O:30])[C:8](=[O:12])[N:7]([CH2:13][C:14]2[CH:15]=[CH:16][CH:17]=[CH:18][CH:19]=2)[C:6]2[CH:20]=[CH:21][CH:22]=[CH:23][C:5]1=2)(=[O:3])[CH3:2]. Procedure details: In an analogous manner to that described in Example 20 d) and 27, the condensation of (S)-5-acetyl-3-amino-1-benzyl-1,3,4,5-tetrahydro-benzo[b][1,4]diazepin-2-one and 2,2-dimethyl-N-(2,2,3,3,3-pentafluoro-propyl)-malonamic acid [see Example 25 b)] yielded the title compound as a white solid; MS: m/e=553 (M−H)−.